From a dataset of the Open Reaction Database (ORD), a public repository of structured organic reaction records. describe an organic reaction: reactants, conditions, products, and yield The reactants are [Si](C)(C)(C(C)(C)C)N(CC=C)CCCC (N-t-butyldimethylsilyl-N-butyl-N-allylamine), CO[SiH](OC)OC (trimethoxysilane). Reagents/catalysts: [Pt].C(=C)[Si](O[Si](C)(C)C=C)(C)C (platinum 1,3-divinyl-1,1,3,3-tetramethyldisiloxane). The solvent is C1(=CC=CC=C1)C (toluene). Reaction conditions: temperature 50 celsius, time 1 hour. Yields the product [Si](C)(C)(C(C)(C)C)N(CCC[Si](OC)(OC)OC)CCCC (N-t-butyldimethylsilyl-N-butyl-3-aminopropyltrimethoxysilane). As a reaction SMILES: [Si:1]([N:8]([CH2:12][CH2:13][CH2:14][CH3:15])[CH2:9][CH:10]=[CH2:11])([C:4]([CH3:7])([CH3:6])[CH3:5])([CH3:3])[CH3:2].[CH3:16][O:17][SiH:18]([O:21][CH3:22])[O:19][CH3:20]>[Pt].C([Si](C)(C)O[Si](C=C)(C)C)=C.C1(C)C=CC=CC=1>[Si:1]([N:8]([CH2:12][CH2:13][CH2:14][CH3:15])[CH2:9][CH2:10][CH2:11][Si:18]([O:21][CH3:22])([O:19][CH3:20])[O:17][CH3:16])([C:4]([CH3:6])([CH3:7])[CH3:5])([CH3:2])[CH3:3] |f:2.3|. Procedure: A flask equipped with a stirrer, reflux condenser, dropping funnel and thermometer was charged with 22.8 g (0.1 mol) of N-t-butyldimethylsilyl-N-butyl-N-allylamine and 0.07 g of a toluene solution of platinum/1,3-divinyl-1,1,3,3-tetramethyldisiloxane complex (Pt concentration 3 wt %) and heated at 50° C. Once the internal temperature became steady, 12.2 g (0.1 mol) of trimethoxysilane was added dropwise over 1 hour. Stirring was continued at the temperature for a further 1 hour. The reaction sol... The reactants are COC(=O)[C@H]1N(C[C@@H](C1)S(=O)(=O)C1=CC=CC=C1)C(=O)OC(C)(C)C ((2S,4R)-4-benzenesulfonyl-pyrrolidine-1,2-dicarboxylic acid 1-tert-butyl ester 2-methyl ester), FC(C(=O)O)(F)F (trifluoroacetic acid), ClCCl (dichloromethane). Product: COC(=O)[C@H]1NC[C@@H](C1)S(=O)(=O)C1=C(C=CC=C1)Cl ((2S,4R)-4-(2-Chloro-benzenesulfonyl)-pyrrolidine-2-carboxylic acid methyl ester). As a reaction SMILES: [CH3:1][O:2][C:3]([C@@H:5]1[CH2:9][C@@H:8]([S:10]([C:13]2[CH:18]=[CH:17][CH:16]=[CH:15][CH:14]=2)(=[O:12])=[O:11])[CH2:7][N:6]1C(OC(C)(C)C)=O)=[O:4].FC(F)(F)C(O)=O.[Cl:33]CCl>>[CH3:1][O:2][C:3]([C@@H:5]1[CH2:9][C@@H:8]([S:10]([C:13]2[CH:18]=[CH:17][CH:16]=[CH:15][C:14]=2[Cl:33])(=[O:12])=[O:11])[CH2:7][NH:6]1)=[O:4]. Procedure details: In analogy to the procedure described in example 253a, (2S,4R)-4-benzenesulfonyl-pyrrolidine-1,2-dicarboxylic acid 1-tert-butyl ester 2-methyl ester was treated with trifluoroacetic acid in dichloromethane to give the title compound as yellow oil. MS (ESI): m/z=270.2 [M+H]+.